The task is: describe an organic reaction: reactants, conditions, products, and yield. This data is from the Open Reaction Database (ORD), a public repository of structured organic reaction records. Starting materials: [BH4-].[Na+] (Sodium Borohydride), ClC(C(F)(F)F)C1=C(C=CC=C1)O (2-(1-chloro-2,2,2-trifluoroethyl)phenol). Run in C1CCOC1 (THF). Reaction conditions: time 14 hour. The product is FC(CC1=C(C=CC=C1)O)(F)F (2-(2,2,2-trifluoroethyl)phenol), solid. Reaction SMILES: [BH4-].[Na+].Cl[CH:4]([C:9]1[CH:14]=[CH:13][CH:12]=[CH:11][C:10]=1[OH:15])[C:5]([F:8])([F:7])[F:6]>C1COCC1>[F:6][C:5]([F:7])([F:8])[CH2:4][C:9]1[CH:14]=[CH:13][CH:12]=[CH:11][C:10]=1[OH:15] |f:0.1|. Procedure: Sodium Borohydride (0.930 g) was added to a solution of 2-(1-chloro-2,2,2-trifluoroethyl)phenol (2.6 g) in THF (30 ml). The reaction mixture was then stirred for 14 hrs at room temperature under an atmosphere of nitrogen, after which time the reaction was quenched with 1N HCl (50 ml) and partitioned between 1NHCl (100) and ethyl acetate (200 ml), the organics were separated and dried over magnesium sulfate, filtered and solvent evaporated in vacuuo to afford title compound as a semi solid (2.4 g...